Dataset: the Open Reaction Database (ORD), a public repository of structured organic reaction records. Task: describe an organic reaction: reactants, conditions, products, and yield Starting materials: N1CCCC1 (pyrrolidine), C(C)OC(CN(CP(=O)(Cl)Cl)C(=O)SCC1=CC=CC=C1)=O (ethyl-N-[(benzylthio)carbonyl]-N-[dichlorophosphinylmethyl]-glycinate). Solvent: C(C)OCC (diethyl ether), C(C)OCC (diethyl ether). Run at temperature 25 celsius, time 16 hour. Yields the product C(C)OC(CN(C([PH2]=O)(N1CCCC1)N1CCCC1)C(=O)SCC1=CC=CC=C1)=O (ethyl-N-[(benzylthio)carbonyl]-N-[bis(pyrrolidyl)-phosphinylmethyl]-glycinate), hemi-hydrate. RXN SMILES: [CH2:1]([O:3][C:4](=[O:22])[CH2:5][N:6]([C:12]([S:14][CH2:15][C:16]1[CH:21]=[CH:20][CH:19]=[CH:18][CH:17]=1)=[O:13])[CH2:7][P:8](Cl)(Cl)=[O:9])[CH3:2].[NH:23]1[CH2:27][CH2:26][CH2:25][CH2:24]1>C(OCC)C>[CH2:1]([O:3][C:4](=[O:22])[CH2:5][N:6]([C:12]([S:14][CH2:15][C:16]1[CH:21]=[CH:20][CH:19]=[CH:18][CH:17]=1)=[O:13])[C:7]([N:23]1[CH2:27][CH2:26][CH2:25][CH2:24]1)([N:23]1[CH2:27][CH2:26][CH2:25][CH2:24]1)[PH2:8]=[O:9])[CH3:2]. Reported procedure: Freshly prepared ethyl-N-[(benzylthio)carbonyl]-N-[dichlorophosphinylmethyl]-glycinate (12.55 g.; 0.033mol.) dissolved in 100 ml. of diethyl ether was added to a solution of pyrrolidine (9.3 g.; 0.13 mol.) in 100 ml. of diethyl ether. The reaction mixture was stirred for 16 hours at 25° C., then filtered. The filtrate was washed with water, dried with magnesium sulfate and concentrated in vacuo. To remove any remaining solvent, the residue was concentrated at 25° C. and 0.05 mm. to yield ethyl-N... Reactants: C(CCCCCCC)C1=CC=C(C=C1)C1=C(SC=C1)C=CC1=CC=C(N(C2=CC=CC=C2)C2=CC=CC=C2)C=C1 (4-(2-(3-(4-octylphenyl)thiophen-2-yl) vinyl)-N,N-diphenylaniline), C1CC(=O)N(C1=O)Br (NBS), Cl (HCl), BrN1C(CCC1=O)=O (N-bromosuccinimide). Run in CN(C)C=O (DMF), mixture. Conditions: time 2 hour. Yields the product BrC1=CC(=C(S1)C=CC1=CC=C(N(C2=CC=CC=C2)C2=CC=CC=C2)C=C1)C1=CC=C(C=C1)CCCCCCCC (4-(2-(5-bromo-3-(4-octylphenyl)thiophen-2-yl)vinyl)-N,N-diphenylaniline), oil. Isolated yield 64.6%. Reaction SMILES: [CH2:1]([C:9]1[CH:14]=[CH:13][C:12]([C:15]2[CH:19]=[CH:18][S:17][C:16]=2[CH:20]=[CH:21][C:22]2[CH:40]=[CH:39][C:25]([N:26]([C:33]3[CH:38]=[CH:37][CH:36]=[CH:35][CH:34]=3)[C:27]3[CH:32]=[CH:31][CH:30]=[CH:29][CH:28]=3)=[CH:24][CH:23]=2)=[CH:11][CH:10]=1)[CH2:2][CH2:3][CH2:4][CH2:5][CH2:6][CH2:7][CH3:8].[Br:41]N1C(=O)CCC1=O.Cl>CN(C=O)C>[Br:41][C:18]1[S:17][C:16]([CH:20]=[CH:21][C:22]2[CH:23]=[CH:24][C:25]([N:26]([C:27]3[CH:28]=[CH:29][CH:30]=[CH:31][CH:32]=3)[C:33]3[CH:38]=[CH:37][CH:36]=[CH:35][CH:34]=3)=[CH:39][CH:40]=2)=[C:15]([C:12]2[CH:13]=[CH:14][C:9]([CH2:1][CH2:2][CH2:3][CH2:4][CH2:5][CH2:6][CH2:7][CH3:8])=[CH:10][CH:11]=2)[CH:19]=1. Procedure details: In a three necked flask under argon, 1.00 g (1.85 mmol, 1 eq.) of YKP70 in 20 mL of DMF are cooled to −10° C. 328 mg (1.85 mmol, 1 eq.) of N-bromosuccinimide are solubilised in 10 mL of mixture [DMF/MeOH:1/1]. This solution of NBS (protected from light) is then added drop by drop (30 min) into the reaction medium. The temperature of the medium is then left to rise to ambient temperature over 2 h. The medium is hydrolysed with a 1 mol·L−1 HCl solution and extracted with ethyl ether. The combined ... Starting materials: C=O, C1COCCN1, Cn1c2c(c3ccccc31)C(=O)CCC2, CC(=O)O. Yields the product C=C1CCc2c(c3ccccc3n2C)C1=O. RXN SMILES: [CH2:16]=[O:17].[CH2:18]1[NH:19][CH2:20][CH2:21][O:22][CH2:23]1.[CH3:1][n:2]1[c:3]2[cH:4][cH:5][cH:6][cH:7][c:8]2[c:9]2[c:14]1[CH2:13][CH2:12][CH2:11][C:10]2=[O:15].[CH3:24][C:25](=[O:26])[OH:27]>>[CH3:1][n:2]1[c:3]2[cH:4][cH:5][cH:6][cH:7][c:8]2[c:9]2[c:14]1[CH2:13][CH2:12][C:11](=[CH2:18])[C:10]2=[O:15]. Starting materials: CC1=CC=C(C=C1)OC (4-methylanisole), NC1=C2C(C(=O)N(C2=O)O)=CC=C1 (3-amino-N-hydroxyphthalimide). Product: COC1=CC=C(C=O)C=C1 (4-methoxybenzaldehyde). Yield: 61.0%. RXN SMILES: [CH3:1][C:2]1[CH:7]=[CH:6][C:5]([O:8][CH3:9])=[CH:4][CH:3]=1.NC1C=CC=C2C(N(O)C(=O)C=12)=[O:15]>>[CH3:9][O:8][C:5]1[CH:6]=[CH:7][C:2]([CH:1]=[O:15])=[CH:3][CH:4]=1. Procedure details: 195 mg (1.60 mmol) of 4-methylanisole were reacted analogously to Example 1 in the presence of 32.1 mg (0.180 mmol) of 3-amino-N-hydroxyphthalimide. After a reaction time of 22 hours, the reaction solution was extracted with chloroform and examined by NMR spectroscopy and gas chromatography. Yield 61% of 4-methoxybenzaldehyde (approx. 90%, based on conversion). Reactants: C(C)NCC (diethylamine), C(C)OC(C(C(=O)O)CC1=CC(=NC=C1)NC(=O)OC(C)(C)C)=O (2-(2-tert-butoxycarbonylamino-pyridin4-ylmethyl)-malonic acid monoethyl ester), aq. solution, C=O (formaldehyde). Run in C(Cl)Cl (methylene chloride). Reaction conditions: time 5 hour. Product: C(C)OC(C(=C)CC1=CC(=NC=C1)NC(=O)OC(C)(C)C)=O (2-(2-tert-butoxycarbonylamino-pyridin4-ylmethyl)-acrylic acid ethyl ester). Isolated yield 71.2%. Reaction SMILES: C(NCC)C.[CH2:6]([O:8][C:9](=[O:29])[CH:10]([CH2:14][C:15]1[CH:20]=[CH:19][N:18]=[C:17]([NH:21][C:22]([O:24][C:25]([CH3:28])([CH3:27])[CH3:26])=[O:23])[CH:16]=1)[C:11](O)=O)[CH3:7].C=O>C(Cl)Cl>[CH2:6]([O:8][C:9](=[O:29])[C:10]([CH2:14][C:15]1[CH:20]=[CH:19][N:18]=[C:17]([NH:21][C:22]([O:24][C:25]([CH3:28])([CH3:27])[CH3:26])=[O:23])[CH:16]=1)=[CH2:11])[CH3:7]. Procedure details: A solution of diethylamine (0.26 g, 2.67 mmol) in methylene chloride (4 mL) was added to a mixture of 2-(2-tert-butoxycarbonylamino-pyridin4-ylmethyl)-malonic acid monoethyl ester (0.90 g, 2.66 mmol) and 37% aq. solution of formaldehyde (0.24 g, 3.00 mmol) at 0° C. The mixture was stirred for 5 h at room temperature and the mixture was poured onto ice-water and extracted with methylene chloride. The organic layer was washed with 5% NaHCO3 and dried. The crude product was purified by flash chroma... The reactants are CCC(C)=O, ClCCCCCOc1ccc(C2=C(c3ccccc3)CCCc3ccccc32)cc1, [I-], [Na+], O. The product is ICCCCCOc1ccc(C2=C(c3ccccc3)CCCc3ccccc32)cc1. Reaction SMILES: [CH2:34]([C:35]([CH3:36])=[O:37])[CH3:38].[Cl:1][CH2:2][CH2:3][CH2:4][CH2:5][CH2:6][O:7][c:8]1[cH:9][cH:10][c:11]([C:14]2=[C:15]([c:25]3[cH:26][cH:27][cH:28][cH:29][cH:30]3)[CH2:16][CH2:17][CH2:18][c:19]3[c:20]2[cH:21][cH:22][cH:23][cH:24]3)[cH:12][cH:13]1.[I-:32].[Na+:31].[OH2:33]>>[CH2:2]([CH2:3][CH2:4][CH2:5][CH2:6][O:7][c:8]1[cH:9][cH:10][c:11]([C:14]2=[C:15]([c:25]3[cH:26][cH:27][cH:28][cH:29][cH:30]3)[CH2:16][CH2:17][CH2:18][c:19]3[c:20]2[cH:21][cH:22][cH:23][cH:24]3)[cH:12][cH:13]1)[I:32]. Reaction SMILES: [CH2:48]([N:49]([CH:50]([CH3:51])[CH3:52])[CH:53]([CH3:54])[CH3:55])[CH3:56].[CH3:28][N:29]1[CH:30]([CH3:36])[CH2:31][NH:32][CH2:33][CH:34]1[CH3:35].[CH3:37][CH:38]1[CH2:39][NH:40][CH2:41][CH:42]([CH3:43])[N:44]1[CH2:45][C:46]#[N:47].[CH3:57][S:58]([CH3:59])=[O:60].[CH3:61][OH:62].[Cl:1][c:2]1[n:3][cH:4][c:5]([C:8](=[O:9])[NH:10][c:11]2[nH:12][n:13][c:14]([O:16][CH2:17][c:18]3[cH:19][c:20]([O:26][CH3:27])[cH:21][c:22]([O:24][CH3:25])[cH:23]3)[cH:15]2)[n:6][cH:7]1>>[c:2]1([N:32]2[CH2:31][CH:30]([CH3:36])[N:29]([CH3:28])[CH:34]([CH3:35])[CH2:33]2)[n:3][cH:4][c:5]([C:8](=[O:9])[NH:10][c:11]2[nH:12][n:13][c:14]([O:16][CH2:17][c:18]3[cH:19][c:20]([O:26][CH3:27])[cH:21][c:22]([O:24][CH3:25])[cH:23]3)[cH:15]2)[n:6][cH:7]1. The reactants are CCN(C(C)C)C(C)C, CC1CNCC(C)N1C, CC1CNCC(C)N1CC#N, CS(C)=O, CO, COc1cc(COc2cc(NC(=O)c3cnc(Cl)cn3)[nH]n2)cc(OC)c1. Product: COc1cc(COc2cc(NC(=O)c3cnc(N4CC(C)N(C)C(C)C4)cn3)[nH]n2)cc(OC)c1. Product: O1CC(CC1)COCCOC1CCNCC1 (4-[2-(Tetrahydrofuran-3-ylmethoxy)ethoxy]piperidine). Isolated yield 66.6%. As a reaction SMILES: CC1C=CC(S([O:11][CH2:12][CH2:13][O:14][CH:15]2[CH2:20][CH2:19][N:18](C(OCC3C=CC=CC=3)=O)[CH2:17][CH2:16]2)(=O)=O)=CC=1.[O:31]1[CH2:35][CH2:34][CH:33]([CH2:36]O)[CH2:32]1>>[O:31]1[CH2:35][CH2:34][CH:33]([CH2:36][O:11][CH2:12][CH2:13][O:14][CH:15]2[CH2:16][CH2:17][NH:18][CH2:19][CH2:20]2)[CH2:32]1. The reactants are CC1=CC=C(C=C1)S(=O)(=O)OCCOC1CCN(CC1)C(=O)OCC1=CC=CC=C1 (benzyl 4-(2-{[(4-methylphenyl)sulfony]oxy}ethoxy)piperidine-1-carboxylate), Example 1 ( 1c ), O1CC(CC1)CO ((tetrahydrofuran-3-yl)methanol). Procedure: Using benzyl 4-(2-{[(4-methylphenyl)sulfony]oxy}ethoxy)piperidine-1-carboxylate (4.00 g, 9.23 mmol) produced in Reference Example 1 (1c) and (tetrahydrofuran-3-yl)methanol (1.23 g, 12.0 mmol), the desired title compound (1.41 g, yield 67%) was obtained by the same method as in Examples 1 (1d) and 1 (1e). Starting materials: CC1=C(SC=2N=CN=C(C21)NC=2C(=NC=CC2)O[C@H]2COCC2)C(=O)O (5-methyl-4-{2-[(R)-(tetrahydro-furan-3-yl)oxy]-pyridin-3-ylamino}-thieno[2,3-d]pyrimidine-6-carboxylic acid), N (ammonia). Yields the product CC1=C(SC=2N=CN=C(C21)NC=2C(=NC=CC2)O[C@H]2COCC2)C(=O)N (5-Methyl-4-{2-[(R)-(tetrahydro-furan-3-yl)oxy]-pyridin-3-ylamino}-thieno[2,3-d]pyrimidine-6-carboxylic acid amide). RXN SMILES: [CH3:1][C:2]1[C:10]2[C:9]([NH:11][C:12]3[C:13]([O:18][C@@H:19]4[CH2:23][CH2:22][O:21][CH2:20]4)=[N:14][CH:15]=[CH:16][CH:17]=3)=[N:8][CH:7]=[N:6][C:5]=2[S:4][C:3]=1[C:24]([OH:26])=O.[NH3:27]>>[CH3:1][C:2]1[C:10]2[C:9]([NH:11][C:12]3[C:13]([O:18][C@@H:19]4[CH2:23][CH2:22][O:21][CH2:20]4)=[N:14][CH:15]=[CH:16][CH:17]=3)=[N:8][CH:7]=[N:6][C:5]=2[S:4][C:3]=1[C:24]([NH2:27])=[O:26]. Reported procedure: Prepared analogously to example 10.4 from 5-methyl-4-{2-[(R)-(tetrahydro-furan-3-yl)oxy]-pyridin-3-ylamino}-thieno[2,3-d]pyrimidine-6-carboxylic acid and ammonia. Product: C(C=C)C1=CN2C(C3=CC(=CC=C13)OC)=NC=C(C2=O)C(=O)OCC (Ethyl 7-Allyl-10-methoxy-4-oxo-4H-pyrimido[2,1-a]isoquinoline-3-carboxylate). RXN SMILES: [CH2:1]([CH:4]1[C:13]2[C:8](=[CH:9][C:10]([O:14][CH3:15])=[CH:11][CH:12]=2)[C:7]2=[N:16][CH:17]=[C:18]([C:21]([O:23][CH2:24][CH3:25])=[O:22])[C:19](=[O:20])[N:6]2[CH2:5]1)[CH:2]=[CH2:3].C(C1C(=O)C(Cl)=C(Cl)C(=O)C=1C#N)#N.C(O)(=O)C>C1(C)C=CC=CC=1>[CH2:1]([C:4]1[C:13]2[C:8](=[CH:9][C:10]([O:14][CH3:15])=[CH:11][CH:12]=2)[C:7]2=[N:16][CH:17]=[C:18]([C:21]([O:23][CH2:24][CH3:25])=[O:22])[C:19](=[O:20])[N:6]2[CH:5]=1)[CH:2]=[CH2:3]. Procedure details: A mixture of ethyl 7-allyl-6,7-dihydro-10-methoxy-4-oxo-4H-pyrimido[2,1-a]isoquinoline-3-carboxylate (1.5 g., 4.41 mmoles) and DDQ (1.1 g., 4.85 mmoles) in toluene (30 ml.) containing acetic acid (0.05 ml.) was refluxed for 18 hours. The mixture was filtered and the filtrate concentrated to dryness. Trituration of the residue with methanol gave a solid which was recrystallized from ethanol to give 201 mgs. of brown crystals, m.p. 182°-186°. The methanol mother liquor was concentrated to dryness ... Run in C1(=CC=CC=C1)C (toluene). Reactants: C(C=C)C1CN2C(C3=CC(=CC=C13)OC)=NC=C(C2=O)C(=O)OCC (ethyl 7-allyl-6,7-dihydro-10-methoxy-4-oxo-4H-pyrimido[2,1-a]isoquinoline-3-carboxylate), C(#N)C1=C(C(=O)C(=C(C1=O)Cl)Cl)C#N (DDQ), C(C)(=O)O (acetic acid).